From a dataset of the Open Reaction Database (ORD), a public repository of structured organic reaction records. describe an organic reaction: reactants, conditions, products, and yield Starting materials: FC(C1=CC=C(COC=2C=C(C(=O)NC3=C(C=CC=C3)S(N)(=O)=O)C=CC2)C=C1)(F)F (3-(4-trifluoromethylbenzyloxy)-N-(2-sulfamoylphenyl)benzamide), C(CCCCCCCCC)(=O)Cl (decanoyl chloride). Reagents/catalysts: CN(C1=CC=NC=C1)C (4-dimethylaminopyridine). The solvent is O1CCCC1 (tetrahydrofuran). Conditions: time 1 hour. Product: FC(C1=CC=C(COC=2C=C(C(=O)NC3=C(C=CC=C3)S(=O)(=O)NC(CCCCCCCCC)=O)C=CC2)C=C1)(F)F (N-[2-[3-(4-Trifluoromethylbenzyloxy)benzamido]benzenesulfonyl]decanamide). Yield: 84.7%. Reaction SMILES: [C:1](Cl)(=[O:11])[CH2:2][CH2:3][CH2:4][CH2:5][CH2:6][CH2:7][CH2:8][CH2:9][CH3:10].[F:13][C:14]([F:43])([F:42])[C:15]1[CH:41]=[CH:40][C:18]([CH2:19][O:20][C:21]2[CH:22]=[C:23]([CH:37]=[CH:38][CH:39]=2)[C:24]([NH:26][C:27]2[CH:32]=[CH:31][CH:30]=[CH:29][C:28]=2[S:33](=[O:36])(=[O:35])[NH2:34])=[O:25])=[CH:17][CH:16]=1>CN(C)C1C=CN=CC=1.O1CCCC1>[F:43][C:14]([F:13])([F:42])[C:15]1[CH:16]=[CH:17][C:18]([CH2:19][O:20][C:21]2[CH:22]=[C:23]([CH:37]=[CH:38][CH:39]=2)[C:24]([NH:26][C:27]2[CH:32]=[CH:31][CH:30]=[CH:29][C:28]=2[S:33]([NH:34][C:1](=[O:11])[CH2:2][CH2:3][CH2:4][CH2:5][CH2:6][CH2:7][CH2:8][CH2:9][CH3:10])(=[O:36])=[O:35])=[O:25])=[CH:40][CH:41]=1. Reported procedure: In a stream of nitrogen and at 0° C., 0.24 ml (1.10 mmol) of decanoyl chloride was added to an anhydrous tetrahydrofuran (10 ml) solution containing 451 mg (1.00 mmol) of 3-(4-trifluoromethylbenzyloxy)-N-(2-sulfamoylphenyl)benzamide produced in Reference Example 8 and 249 mg (2.00 mmol) of 4-dimethylaminopyridine, the mixture was stirred at room temperature for 1 hour and then the solvent was evaporated under a reduced pressure. The resulting residue was dissolved in ethyl acetate, washed with w...